Dataset: the Open Reaction Database (ORD), a public repository of structured organic reaction records. Task: describe an organic reaction: reactants, conditions, products, and yield Starting materials: C(C)OC(C1=CC(=C(C=C1)Br)C=O)=O (4-Bromo-3-formyl-benzoic acid ethyl ester), C(C)(=O)O (acetic acid), C(C1=CC=CC=C1)N (benzylamine), C(#N)[BH3-].[Na+] (Sodium cyanoborohydride). The solvent is CCO (EtOH). Conditions: time 1 hour. The product is C(C)OC(C1=CC(=C(C=C1)Br)CNCC1=CC=CC=C1)=O (3-(benzylamino-methyl)-4-bromo-benzoic acid ethyl ester). Reaction SMILES: [CH2:1]([O:3][C:4](=[O:14])[C:5]1[CH:10]=[CH:9][C:8]([Br:11])=[C:7]([CH:12]=O)[CH:6]=1)[CH3:2].[CH2:15]([NH2:22])[C:16]1[CH:21]=[CH:20][CH:19]=[CH:18][CH:17]=1.C([BH3-])#N.[Na+].C(O)(=O)C>CCO>[CH2:1]([O:3][C:4](=[O:14])[C:5]1[CH:10]=[CH:9][C:8]([Br:11])=[C:7]([CH2:12][NH:22][CH2:15][C:16]2[CH:21]=[CH:20][CH:19]=[CH:18][CH:17]=2)[CH:6]=1)[CH3:2] |f:2.3|. Reported procedure: 4-Bromo-3-formyl-benzoic acid ethyl ester (3.3 g, 12.9 mmol) and benzylamine (2.1 mL, 19.3 mmol) were combined in EtOH (150 mL) with 4 Å molecular sieves. Sodium cyanoborohydride (1.21 g, 19.3 mmol) was added, followed by acetic acid (1.1 mL, 19.3 mmol), and the reaction was stirred at room temperature for 1 hour. Aqueous work-up provided 3-(benzylamino-methyl)-4-bromo-benzoic acid ethyl ester. Reactants: Cl (HCl), 4A, N1CCNCC1 (piperazine), ClC=1C=C2CCC(C(C2=CC1)C)=O (6-chloro-1-methyl-2-tetralone), C1(CCCC2=CC=CC=C12)=O (tetralone), 4A. Reagents/catalysts: C1(=CC=C(C=C1)S(=O)(=O)O)C (p-toluenesulfonic acid). Solvent: C(C)O (ethanol), C1(=CC=CC=C1)C (toluene), O (water). Run at time 23 hour. Product: Cl.Cl.C[C@H]1[C@H](CCC2=CC(=CC=C12)Cl)N1CCNCC1 (cis-1-Methyl-2-piperazinyl-6-chloro-1,2,3,4-tetrahydronaphthalene dihydrochloride). RXN SMILES: [NH:1]1[CH2:6][CH2:5][NH:4][CH2:3][CH2:2]1.[Cl:7][C:8]1[CH:9]=[C:10]2[C:15](=[CH:16][CH:17]=1)[CH:14]([CH3:18])[C:13](=O)[CH2:12][CH2:11]2.C1(=O)C2C(=CC=CC=2)CCC1.[ClH:31]>C1(C)C=CC=CC=1.C(O)C.C1(C)C=CC(S(O)(=O)=O)=CC=1.O>[ClH:7].[ClH:31].[CH3:18][C@@H:14]1[C:15]2[C:10](=[CH:9][C:8]([Cl:7])=[CH:17][CH:16]=2)[CH2:11][CH2:12][C@@H:13]1[N:1]1[CH2:6][CH2:5][NH:4][CH2:3][CH2:2]1 |f:8.9.10|. Procedure details: To 15 g of 4A molecular sieves in 250 ml of dry toluene were added piperazine (6.37 g) and 6-chloro-1-methyl-2-tetralone (8.6 g). Using a Dean-Stark water trap, the mixture was stirred and heated at reflux under a nitrogen atmosphere. After 23 hours, NMR analysis of a sample of the reaction solution showed the presence of tetralone. Fifty mg of p-toluenesulfonic acid were added, and the mixture was stirred and refluxed for an additional 26 hours. An additional 10 g of 4A sieves was added, and re... Starting materials: C([O-])([O-])=O.[Li+].[Li+] (lithium carbonate), CC(=O)O (AcOH), C(C=C)OC[C@@H]([C@@H]1OC1)NC(OC(C)(C)C)=O (tert-butyl (S)-2-(allyloxy)-1-((S)-oxiran-2-yl)ethylcarbamate), C(CC(O)(C(=O)O)CC(=O)O)(=O)O (citric acid). Solvent: CN(C)C=O (DMF), CN(C)C=O (DMF). Conditions: temperature 110 celsius, time 5 minute. The product is C(C)(=O)OC[C@H]([C@H](COCC=C)C(=O)OC(C)(C)C)O ((2S,3S)-4-(allyloxy)-3-(tert-butoxycarbonyl)-2-hydroxybutyl acetate). As a reaction SMILES: [C:1](=[O:4])([O-])[O-:2].[Li+].[Li+].[CH3:7][C:8]([OH:10])=[O:9].[CH2:11]([O:14][CH2:15][C@H:16](NC(=O)OC(C)(C)C)[C@H:17]1[CH2:19][O:18]1)[CH:12]=[CH2:13].C(O)(=O)[CH2:29][C:30]([CH2:35]C(O)=O)([C:32](O)=O)O>CN(C=O)C>[C:8]([O:10][CH2:19][C@@H:17]([OH:18])[C@@H:16]([C:1]([O:2][C:30]([CH3:35])([CH3:32])[CH3:29])=[O:4])[CH2:15][O:14][CH2:11][CH:12]=[CH2:13])(=[O:9])[CH3:7] |f:0.1.2|. Procedure: To a solution of lithium carbonate (0.10 g, 1.4 mmol) in DMF (2.5 mL), was added AcOH (0.078 mL, 1.4 mmol) and the solution stirred for a period of 5 min. To this mixture was added a solution of tert-butyl (S)-2-(allyloxy)-1-((S)-oxiran-2-yl)ethylcarbamate (0.11 g, 0.45 mmol) in DMF (2.5 mL). The mixture was heated to 110° C. overnight then cooled to ambient temperature. The cooled mixture was poured onto H2O and 1 N citric acid (20 mL). The aqueous phase was extracted with EtOAc (3×20 mL) and t... Reactants: S1C(=CC=C1)CC(=O)NC1[C@@H]2N(C(C(=CS2)COC(CC(C)O)=O)C(=O)OC(C2=CC=CC=C2)C2=CC=CC=C2)C1=O (benzhydryl 7-(2-thienylacetamido)-3-(3-hydroxybutanoyloxymethyl)-2-cephem-4-carboxylate), C([O-])(O)=O.[Na+] (sodium bicarbonate), 7-(2-thienylacetamido)-3-hydroxymethyl-3-cephem-4-carboxylic acid lactone, FC(C(=O)O)(F)F (trifluoroacetic acid), S1CC=CN2[C@H]1CC2=O (3-cephem), S1CC=CN2[C@H]1CC2=O (3-cephem). Solvent: C(Cl)Cl (methylene chloride), C(Cl)Cl (methylene chloride). The product is S1C(=CC=C1)CC(=O)NC1[C@@H]2N(C(C(=CS2)CO)C(=O)OC(C2=CC=CC=C2)C2=CC=CC=C2)C1=O (Benzhydryl 7-(2-thienylacetamido)-3-hydroxymethyl-2-cephem-4-carboxylate). Reaction SMILES: FC(F)(F)C(O)=O.[S:8]1[CH:12]=[CH:11][CH:10]=[C:9]1[CH2:13][C:14]([NH:16][CH:17]1[C:48](=[O:49])[N:19]2[CH:20]([C:32]([O:34][CH:35]([C:42]3[CH:47]=[CH:46][CH:45]=[CH:44][CH:43]=3)[C:36]3[CH:41]=[CH:40][CH:39]=[CH:38][CH:37]=3)=[O:33])[C:21]([CH2:24][O:25]C(=O)CC(O)C)=[CH:22][S:23][C@H:18]12)=[O:15].S1[C@@H]2CC(=O)N2C=CC1.C(=O)(O)[O-].[Na+]>C(Cl)Cl>[S:8]1[CH:12]=[CH:11][CH:10]=[C:9]1[CH2:13][C:14]([NH:16][CH:17]1[C:48](=[O:49])[N:19]2[CH:20]([C:32]([O:34][CH:35]([C:36]3[CH:41]=[CH:40][CH:39]=[CH:38][CH:37]=3)[C:42]3[CH:43]=[CH:44][CH:45]=[CH:46][CH:47]=3)=[O:33])[C:21]([CH2:24][OH:25])=[CH:22][S:23][C@H:18]12)=[O:15] |f:3.4|. Procedure details: To 100 ml. of a solution of trifluoroacetic acid in methylene chloride (0.297 ml. trifluoroacetic acid in 125 ml. methylene chloride) at 0° C. was added 1.048 g. of a mixture of benzhydryl 7-(2-thienylacetamido)-3-(3-hydroxybutanoyloxymethyl)-2-cephem-4-carboxylate and the corresponding 3-cephem compound. After 6 hours a saturated aqueous sodium bicarbonate solution was added, and the mixture was allowed to warm to room temperature. The organic layer was separated, washed with saturated aqueous ...